This data is from the Open Reaction Database (ORD), a public repository of structured organic reaction records. The task is: describe an organic reaction: reactants, conditions, products, and yield Reactants: C1(=CC=CC=C1)CCCCOCC1CC2=C(N(C=N2)C(C2=CC=CC=C2)(C2=CC=CC=C2)C2=CC=CC=C2)CC1 (5-(4-phenylbutoxymethyl)-1-triphenylmethyl-4,5,6,7-tetrahydro-1H-benzimidazole), C1(=CC=CC=C1)CCCCOCC1CC2=C(N=CN2C(C2=CC=CC=C2)(C2=CC=CC=C2)C2=CC=CC=C2)CC1 (5-(4-phenylbutoxymethyl)-3-triphenylmethyl-4,5,6,7-tetrahydro-3H-benzimidazole). Solvent: C(C)(=O)O (acetic acid), O (water). Reaction conditions: temperature 90 celsius. Product: C1(=CC=CC=C1)CCCCOCC1CC2=C(NC=N2)CC1 (5-(4-Phenylbutoxymethyl)-4,5,6,7-tetrahydro-1H-benzimidazole). As a reaction SMILES: [C:1]1([CH2:7][CH2:8][CH2:9][CH2:10][O:11][CH2:12][CH:13]2[CH2:40][CH2:39][C:16]3[N:17](C(C4C=CC=CC=4)(C4C=CC=CC=4)C4C=CC=CC=4)[CH:18]=[N:19][C:15]=3[CH2:14]2)[CH:6]=[CH:5][CH:4]=[CH:3][CH:2]=1.C1(CCCCOCC2CCC3N=CN(C(C4C=CC=CC=4)(C4C=CC=CC=4)C4C=CC=CC=4)C=3C2)C=CC=CC=1>C(O)(=O)C.O>[C:1]1([CH2:7][CH2:8][CH2:9][CH2:10][O:11][CH2:12][CH:13]2[CH2:40][CH2:39][C:16]3[NH:17][CH:18]=[N:19][C:15]=3[CH2:14]2)[CH:2]=[CH:3][CH:4]=[CH:5][CH:6]=1. Procedure: A mixture of 5-(4-phenylbutoxymethyl)-1-triphenylmethyl-4,5,6,7-tetrahydro-1H-benzimidazole and 5-(4-phenylbutoxymethyl)-3-triphenylmethyl-4,5,6,7-tetrahydro-3H-benzimidazole (0.50 g, 0.95 mmol) was dissolved in a mixture of acetic acid (5 ml) and water (0.6 ml). The reaction mixture was heated to 90° C. for 2 hours. The solvent was removed in vacuo. The crude product was purified by flash chromatography on silica (40 g), using DCM/methanol/25% aqueous ammonia (100:10:1) as eluent, to give 0.27 ...